From a dataset of the Open Reaction Database (ORD), a public repository of structured organic reaction records. describe an organic reaction: reactants, conditions, products, and yield Yields the product S=C(Nc1nc2ccc(Cl)cc2s1)n1ccnc1. As a reaction SMILES: [C:12](=[S:13])([n:14]1[cH:15][n:16][cH:17][cH:18]1)[n:19]1[cH:20][cH:21][n:22][cH:23]1.[CH3:24][C:25]#[N:26].[Cl:1][c:2]1[cH:3][c:4]2[c:5]([n:6][c:7]([NH2:9])[s:8]2)[cH:10][cH:11]1>>[Cl:1][c:2]1[cH:3][c:4]2[c:5]([n:6][c:7]([NH:9][C:12](=[S:13])[n:14]3[cH:15][n:16][cH:17][cH:18]3)[s:8]2)[cH:10][cH:11]1. Reactants: S=C(n1ccnc1)n1ccnc1, CC#N, Nc1nc2ccc(Cl)cc2s1.